This data is from the Open Reaction Database (ORD), a public repository of structured organic reaction records. The task is: describe an organic reaction: reactants, conditions, products, and yield The reactants are ClC1=CC=C(C=C1)C1=NOC2C1CN(C2)C2=C(C=C1C(C(=CN(C1=N2)C2=C(C=C(C=C2)F)F)C(=O)O)=O)F (7-[3-(4-Chloro-phenyl)-3a,4,6,6a-tetrahydro-pyrrolo[3,4-d]isoxazol-5-yl]-1-(2,4-difluoro-phenyl)-6-fluoro-4-oxo-1,4-dihydro-[1,8]naphthyridine-3-carboxylic acid), C(=O)(C(F)(F)F)O (TFA). Product: FC1=C(C=CC(=C1)F)N1C=C(C(C2=CC(=C(N=C12)N1CC2C(=NOC2C1)CO)F)=O)C(=O)O (1-(2,4-Difluoro-phenyl)-6-fluoro-7-(3-hydroxymethyl-3a,4,6,6a-tetrahydro-pyrrolo[3,4-d]isoxazol-5-yl)-4-oxo-1,4-dihydro-[1,8]naphthyridine-3-carboxylic acid). RXN SMILES: ClC1C=C[C:5]([C:8]2[CH:12]3[CH2:13][N:14]([C:16]4[N:25]=[C:24]5[C:19]([C:20](=[O:37])[C:21]([C:34]([OH:36])=[O:35])=[CH:22][N:23]5[C:26]5[CH:31]=[CH:30][C:29]([F:32])=[CH:28][C:27]=5[F:33])=[CH:18][C:17]=4[F:38])[CH2:15][CH:11]3[O:10][N:9]=2)=CC=1.C(O)(C(F)(F)F)=[O:40]>>[F:33][C:27]1[CH:28]=[C:29]([F:32])[CH:30]=[CH:31][C:26]=1[N:23]1[C:24]2[C:19](=[CH:18][C:17]([F:38])=[C:16]([N:14]3[CH2:15][CH:11]4[CH:12]([C:8]([CH2:5][OH:40])=[N:9][O:10]4)[CH2:13]3)[N:25]=2)[C:20](=[O:37])[C:21]([C:34]([OH:36])=[O:35])=[CH:22]1. Procedure details: The title compound was prepared in an analogous manner to acid 101, but using a suitably substituted TFA salt 11. Acid 107 was isolated as a beige solid.